Dataset: the Open Reaction Database (ORD), a public repository of structured organic reaction records. Task: describe an organic reaction: reactants, conditions, products, and yield Reactants: C(C1=CC=CC=C1)(=O)O.NC1CN(CCC1)C1=CC(N(C(N1CC1=C(C#N)C=CC=C1)=O)C)=O (2-[6-(3-amino-piperidin-1-yl)-3-methyl-2,4-dioxo-3,4-dihydro-2H-pyrimidin-1-ylmethyl]-benzonitrile benzoate), O=S(Cl)Cl (SOCl2). Solvent: C(Cl)(Cl)Cl (CHCl3). Product: N[C@H]1CN(CCC1)C1=C(C(N(C(N1CC1=C(C#N)C=CC=C1)=O)C)=O)Cl (2-{6-[3(R)-Amino-piperidin-1-yl]-5-chloro-3-methyl-2,4-dioxo-3,4-dihydro-2H-pyrimidin-1-ylmethyl}-benzonitrile). As a reaction SMILES: C(O)(=O)C1C=CC=CC=1.[NH2:10][CH:11]1[CH2:16][CH2:15][CH2:14][N:13]([C:17]2[N:22]([CH2:23][C:24]3[CH:31]=[CH:30][CH:29]=[CH:28][C:25]=3[C:26]#[N:27])[C:21](=[O:32])[N:20]([CH3:33])[C:19](=[O:34])[CH:18]=2)[CH2:12]1.O=S(Cl)[Cl:37]>C(Cl)(Cl)Cl>[NH2:10][C@@H:11]1[CH2:16][CH2:15][CH2:14][N:13]([C:17]2[N:22]([CH2:23][C:24]3[CH:31]=[CH:30][CH:29]=[CH:28][C:25]=3[C:26]#[N:27])[C:21](=[O:32])[N:20]([CH3:33])[C:19](=[O:34])[C:18]=2[Cl:37])[CH2:12]1 |f:0.1|. Procedure details: Compound 4 (40 mg, 0.1 mmol) in CHCl3 (2 mL) was treated with SOCl2 (200 μL) at 100° C. for 30 min, concentrated, and then purified by LC-MS to give the title compound 7. 1H-NMR (400 MHz, CDCl3-CD3OD 10:1): δ 7.73 (d, J=7.6 Hz, 1H), 7.64 (t, J=7.6 Hz, 1H), 7.45 (t, J=7.6 Hz, 1H), 7.14 (d, J=8.1 Hz, 1H), 5.32-5.42 (m, 2H), 3.43 (s, 3H), 3.33-3.40 (m, 2H), 3.17 (m, 2H), 2.87 (s, 1H), 2.08 (m, 1H), 1.70 (m, 1H), 1.32-1.43 (m, 2H). MS (ES) [m+H] calc'd for C18H21ClN5O2, 374.1; found, 374.1. Yield: 36.7%. As a reaction SMILES: [CH3:1][C:2]1([CH3:15])[C@@H:4]2[CH2:5][C:6]3[C:10]([C@H:3]12)=[C:9]([CH3:11])[S:8][C:7]=3[C:12](=[O:14])[CH3:13].[CH:16](=O)[C:17]1[CH:24]=[CH:23][C:20]([CH:21]=[O:22])=[CH:19][CH:18]=1>C(O)C.Cl.C(O)(C)C.C(OCC)C>[O:14]=[C:12]([C:7]1[S:8][C:9]([CH3:11])=[C:10]2[C:6]=1[CH2:5][C@H:4]1[C:2]([CH3:15])([CH3:1])[C@H:3]12)[CH:13]=[CH:16][C:17]1[CH:24]=[CH:23][C:20]([CH:21]=[O:22])=[CH:19][CH:18]=1. Starting materials: CC1([C@@H]2[C@H]1CC1=C(SC(=C21)C)C(C)=O)C ((1aS,5aR)-1-(1,1,2-trimethyl-1,1a,5,5a-tetrahydro-3-thia-cyclopropa[a]pentalen-4-yl)-ethanone), C(C1=CC=C(C=O)C=C1)=O (terephthalaldehyde). Run in C(C)O (ethanol), Cl (HCl), C(C)(C)O (isopropanol), C(C)(C)O (isopropanol), Cl (HCl), C(C)OCC (diethyl ether). Yields the product O=C(C=CC1=CC=C(C=O)C=C1)C1=C2C[C@@H]3[C@H](C2=C(S1)C)C3(C)C (4-[3-oxo-3-((1aS,5aR)-1,1,2-trimethyl-1,1a,5,5a-tetrahydro-3-thia-cyclopropa[a]pentalen-4-yl)-propenyl]-benzaldehyde). Reaction conditions: time 24 hour. Procedure details: A solution of (1aS,5aR)-1-(1,1,2-trimethyl-1,1a,5,5a-tetrahydro-3-thia-cyclopropa[a]pentalen-4-yl)-ethanone (600 mg, 2.72 mmol) and terephthalaldehyde (913 mg, 6.81 mmol) in ethanol (10 mL) and approx. 6 N HCl in isopropanol (6 mL) is stirred at rt for 16 h. Further 6 N HCl in isopropanol (5 mL) is added and stirring of the dark solution is continued at rt for 24 h. The reaction mixture is diluted with diethyl ether (150 mL) and washed with sat. aq. NaHCO3 solution followed by water. The organic... Procedure: To a stirred solution of 7.65 g (0.05 mol) of 2-nitrobenzyl alcohol in 75 ml of benzene containing 5.05 g (0.05 mol) of triethylamine was added 16.25 g (0.05 mol of hexadecanesulfonyl chloride. The mixture was stirred an additional four hours. The mixture was evaporated to dryness in vacuo and the solid taken up into a mixture of ether and water. The ether layer was separated and dried over MgSO4. Evaporation of the ether gave a solid which was crystallized from absolute ethanol (yield 14.3 g, m... Conditions: time 4 hour. RXN SMILES: [N+:1]([C:4]1[CH:11]=[CH:10][CH:9]=[CH:8][C:5]=1[CH2:6][OH:7])([O-:3])=[O:2].C1C=CC=CC=1.[CH2:18]([S:34](Cl)(=[O:36])=[O:35])[CH2:19][CH2:20][CH2:21][CH2:22][CH2:23][CH2:24][CH2:25][CH2:26][CH2:27][CH2:28][CH2:29][CH2:30][CH2:31][CH2:32][CH3:33]>C(N(CC)CC)C>[CH2:18]([S:34]([O:7][CH2:6][C:5]1[CH:8]=[CH:9][CH:10]=[CH:11][C:4]=1[N+:1]([O-:3])=[O:2])(=[O:36])=[O:35])[CH2:19][CH2:20][CH2:21][CH2:22][CH2:23][CH2:24][CH2:25][CH2:26][CH2:27][CH2:28][CH2:29][CH2:30][CH2:31][CH2:32][CH3:33]. The solvent is C(C)N(CC)CC (triethylamine). Starting materials: [N+](=O)([O-])C1=C(CO)C=CC=C1 (2-nitrobenzyl alcohol), C1=CC=CC=C1 (benzene), C(CCCCCCCCCCCCCCC)S(=O)(=O)Cl (hexadecanesulfonyl chloride). The product is C(CCCCCCCCCCCCCCC)S(=O)(=O)OCC1=C(C=CC=C1)[N+](=O)[O-] (2-Nitrobenzyl hexadecanesulfonate). Reactants: BrCCC(=O)OCC (ethyl 3-bromopropanoate), C1(=CC=CC=C1)C=1C=C(SC1C(F)(F)F)C1=NC(=NO1)C=1C=C2C=CNC2=CC1 (5-{5-[4-Phenyl-5-(trifluoromethyl)-2-thienyl]-1,2,4-oxadiazol-3-yl}-1H-indole), BrCCC(=O)OCC (ethyl 3-bromopropanoate), C([O-])([O-])=O.[Cs+].[Cs+] (caesium carbonate). Solvent: CN(C)C=O (DMF). Product: C1(=CC=CC=C1)C=1C=C(SC1C(F)(F)F)C1=NC(=NO1)C=1C=C2C=CN(C2=CC1)CCC(=O)OCC (Ethyl 3-(5-{5-[4-phenyl-5-(trifluoromethyl)-2-thienyl]-1,2,4-oxadiazol-3-yl}-1H-indol-1-yl)propanoate). As a reaction SMILES: [C:1]1([C:7]2[CH:8]=[C:9]([C:16]3[O:20][N:19]=[C:18]([C:21]4[CH:22]=[C:23]5[C:27](=[CH:28][CH:29]=4)[NH:26][CH:25]=[CH:24]5)[N:17]=3)[S:10][C:11]=2[C:12]([F:15])([F:14])[F:13])[CH:6]=[CH:5][CH:4]=[CH:3][CH:2]=1.Br[CH2:31][CH2:32][C:33]([O:35][CH2:36][CH3:37])=[O:34].C(=O)([O-])[O-].[Cs+].[Cs+]>CN(C=O)C>[C:1]1([C:7]2[CH:8]=[C:9]([C:16]3[O:20][N:19]=[C:18]([C:21]4[CH:22]=[C:23]5[C:27](=[CH:28][CH:29]=4)[N:26]([CH2:31][CH2:32][C:33]([O:35][CH2:36][CH3:37])=[O:34])[CH:25]=[CH:24]5)[N:17]=3)[S:10][C:11]=2[C:12]([F:15])([F:14])[F:13])[CH:2]=[CH:3][CH:4]=[CH:5][CH:6]=1 |f:2.3.4|. Procedure: 5-{5-[4-phenyl-5-(trifluoromethyl)-2-thienyl]-1,2,4-oxadiazol-3-yl}-1H-indole (D2) (600 mg), ethyl 3-bromopropanoate (374 μl), caesium carbonate (950 mg) and DMF were heated at 140° C. for 1 hour in a microwave reactor. A further 1 eq. of ethyl 3-bromopropanoate (187 μl) was added and the mixture heated for 30 minutes. The reaction mixture was then evaporated, dissolved in DCM and filtered to give the title compound (650 mg) as a brown solid. δH (CDCl3, 400 MHz): 1.21 (3H, t), 2.85 (2H, t), 4.13... Reactants: C(C)(C)(C)OC(NC1=C(C=C(C(=C1)CCC)C(F)(F)F)N)=O ((2-amino-5-propyl-4-trifluoromethyl-phenyl)-carbamic acid tert-butyl ester), C(C)(C)(C)OC(CC(C1=CC(=CC=C1)C=1C=NC=CC1)=O)=O (3-oxo-3-(3-pyridin-3-yl-phenyl)-propionic acid tert-butyl ester). The product is C(C)(C)(C)OC(NC1=C(C=C(C(=C1)CCC)C(F)(F)F)NC(CC(C1=CC(=CC=C1)C=1C=NC=CC1)=O)=O)=O ({2-[3-Oxo-3-(3-pyridin-3-yl-phenyl)-propionylamino]-5-propyl-4-trifluoromethyl-phenyl}-carbamic acid tert-butyl ester), oil. Yield: 44.0%. RXN SMILES: [C:1]([O:5][C:6](=[O:22])[NH:7][C:8]1[CH:13]=[C:12]([CH2:14][CH2:15][CH3:16])[C:11]([C:17]([F:20])([F:19])[F:18])=[CH:10][C:9]=1[NH2:21])([CH3:4])([CH3:3])[CH3:2].C([O:27][C:28](=O)[CH2:29][C:30](=[O:43])[C:31]1[CH:36]=[CH:35][CH:34]=[C:33]([C:37]2[CH:38]=[N:39][CH:40]=[CH:41][CH:42]=2)[CH:32]=1)(C)(C)C>>[C:1]([O:5][C:6](=[O:22])[NH:7][C:8]1[CH:13]=[C:12]([CH2:14][CH2:15][CH3:16])[C:11]([C:17]([F:20])([F:19])[F:18])=[CH:10][C:9]=1[NH:21][C:28](=[O:27])[CH2:29][C:30](=[O:43])[C:31]1[CH:36]=[CH:35][CH:34]=[C:33]([C:37]2[CH:38]=[N:39][CH:40]=[CH:41][CH:42]=2)[CH:32]=1)([CH3:2])([CH3:3])[CH3:4]. Reported procedure: The title compound was prepared from (2-amino-5-propyl-4-trifluoromethyl-phenyl)-carbamic acid tert-butyl ester (Example J36) (239 mg, 0.75 mmol) and 3-oxo-3-(3-pyridin-3-yl-phenyl)-propionic acid tert-butyl ester (Example K1) (223 mg, 0.75 mmol) according to the general procedure M. Obtained as a yellow oil (180 mg, 44%). The reactants are ClC1=C(C=C(C=C1)/C=C/C(=O)OC(C)(C)C)[N+](=O)[O-] (tert-butyl (2E)-3-(4-chloro-3-nitrophenyl)acrylate). Reagents/catalysts: [Pd] (palladium on carbon). Solvent: C(C)(=O)OCC (ethyl acetate). Reaction conditions: time 7 hour. Yields the product NC=1C=C(C=CC1Cl)CCC(=O)OC(C)(C)C (tert-Butyl 3-(3-amino-4-chlorophenyl)propanoate). Reaction SMILES: [Cl:1][C:2]1[CH:7]=[CH:6][C:5](/[CH:8]=[CH:9]/[C:10]([O:12][C:13]([CH3:16])([CH3:15])[CH3:14])=[O:11])=[CH:4][C:3]=1[N+:17]([O-])=O>[Pd].C(OCC)(=O)C>[NH2:17][C:3]1[CH:4]=[C:5]([CH2:8][CH2:9][C:10]([O:12][C:13]([CH3:16])([CH3:15])[CH3:14])=[O:11])[CH:6]=[CH:7][C:2]=1[Cl:1]. Procedure details: Under argon, 5.4 g of 10% palladium on carbon were added to a solution of 72.0 g (254 mmol) of tert-butyl (2E)-3-(4-chloro-3-nitrophenyl)acrylate in 1.0 liters of ethyl acetate. The suspension was stirred at RT under a hydrogen atmosphere at standard pressure for 7 h. The reaction mixture was then filtered off with suction through kieselguhr, and the filtrate was concentrated. The crude product was purified by chromatography on silica gel (mobile phase cyclohexane/ethyl acetate 9:1). This gave 3... The reactants are FC(C=1C=C(C=CC1)NC(=O)C=1C=C2C(=NN=C(C2=CC1)Cl)Cl)(F)F (1,4-dichloro-phthalazine-6-carboxylic acid (3-trifluoromethyl-phenyl)-amide), [OH-].[Na+] (NaOH), O1CCOCC1 (dioxane), Cl (HCl). The solvent is O (water). Reaction conditions: temperature 45 celsius, time 6 hour. Yields the product FC(C=1C=C(C=CC1)NC(=O)C=1C=C2C(=NN=C(C2=CC1)O)Cl)(F)F (4-chloro-1-hydroxy-phthalazine-6-carboxylic acid (3-trifluoromethyl-phenyl)-amide). As a reaction SMILES: [F:1][C:2]([F:25])([F:24])[C:3]1[CH:4]=[C:5]([NH:9][C:10]([C:12]2[CH:13]=[C:14]3[C:19](=[CH:20][CH:21]=2)[C:18](Cl)=[N:17][N:16]=[C:15]3[Cl:23])=[O:11])[CH:6]=[CH:7][CH:8]=1.[OH-].[Na+].[O:28]1CCOCC1.Cl>O>[F:1][C:2]([F:25])([F:24])[C:3]1[CH:4]=[C:5]([NH:9][C:10]([C:12]2[CH:13]=[C:14]3[C:19](=[CH:20][CH:21]=2)[C:18]([OH:28])=[N:17][N:16]=[C:15]3[Cl:23])=[O:11])[CH:6]=[CH:7][CH:8]=1 |f:1.2|. Procedure: A mixture of 1,4-dichloro-phthalazine-6-carboxylic acid (3-trifluoromethyl-phenyl)-amide (0.304 mg, 0.787 mmol), 2N NaOH (4 mL, 8.00 mmol) and dioxane (6 mL) was stirred at 45° C. for 6 h. The reaction mixture was diluted with water, acidified with conc. HCl to ˜pH 4 and extracted with EtOAc (×3). The combined organic phase was washed with brine, dried (Na2SO4) and concentrated to afforded 4-chloro-1-hydroxy-phthalazine-6-carboxylic acid (3-trifluoromethyl-phenyl)-amide (0.112 g) as a white soli... Starting materials: FC(C1NC(=C(C(=C1C(=O)OC)CC(C)C)C(=O)OC)C(F)(F)F)F (dimethyl 2-(difluoromethyl)-1,2-dihydro-4-isobutyl-6-(trifluoromethyl)-3,5-pyridinedicarboxylate), FC(C1=C(C(=C(C(N1)C(F)(F)F)C(=O)OC)CC(C)C)C(=O)OC)F (dimethyl 6-(difluoromethyl)-1,2-dihydro-4-isobutyl-2-(trifluoromethyl)-3,5-pyridinedicarboxylate), C1CCC2=NCCCN2CC1 (DBU). The solvent is CCOCC (ether). The product is FCC1=NC(=C(C(=C1C(=O)OC)CC(C)C)C(=O)OC)C(F)(F)F (dimethyl 2-(fluoromethyl)-4-isobutyl-6-(trifluoromethyl)-3,5-pyridinedicarboxylate). Yield: 19.0%. Reaction SMILES: [F:1][CH:2](F)[CH:3]1[C:8]([C:9]([O:11][CH3:12])=[O:10])=[C:7]([CH2:13][CH:14]([CH3:16])[CH3:15])[C:6]([C:17]([O:19][CH3:20])=[O:18])=[C:5]([C:21]([F:24])([F:23])[F:22])[NH:4]1.FC(F)C1NC(C(F)(F)F)C(C(OC)=O)=C(CC(C)C)C=1C(OC)=O.C1CCN2C(=NCCC2)CC1>CCOCC>[F:1][CH2:2][C:3]1[C:8]([C:9]([O:11][CH3:12])=[O:10])=[C:7]([CH2:13][CH:14]([CH3:16])[CH3:15])[C:6]([C:17]([O:19][CH3:20])=[O:18])=[C:5]([C:21]([F:24])([F:22])[F:23])[N:4]=1. Reported procedure: To a solution of 50.3 g (0.136 mole) of product of example 14 in 200 ml of DMF is added 21.3 g (0.563 mole) of sodium borohydride. The reaction mixture becomes exothermic and the temperature of the reaction mixture rises to 65° C. and subsides to 40° C. after 40 min. of stirring. To the reaction mixture is added 15 ml of water. The exothermic reaction mixture is cooled by an ice-water bath to 40° C. The cooling bath is removed and the reaction mixture is stirred for 20 min. before being poured i... The reactants are CCOC(=O)c1cc(OC)c(OCc2ccccc2)cc1C(=O)c1ccccc1, CCOC(C)=O, [Cl-], [Cl-], [Cl-], [Cl-], ClCCl, Cl, [Ti+4]. Yields the product CCOC(=O)c1cc(OC)c(O)cc1C(=O)c1ccccc1. RXN SMILES: [C:1]([c:2]1[cH:3][cH:4][cH:5][cH:6][cH:7]1)(=[O:8])[c:9]1[c:10]([C:11](=[O:12])[O:13][CH2:14][CH3:15])[cH:16][c:17]([O:28][CH3:29])[c:18]([O:20][CH2:21][c:22]2[cH:23][cH:24][cH:25][cH:26][cH:27]2)[cH:19]1.[CH3:39][CH2:40][O:41][C:42](=[O:43])[CH3:44].[Cl-:34].[Cl-:35].[Cl-:36].[Cl-:37].[Cl:30][CH2:31][Cl:32].[ClH:33].[Ti+4:38]>>[C:1]([c:2]1[cH:3][cH:4][cH:5][cH:6][cH:7]1)(=[O:8])[c:9]1[c:10]([C:11](=[O:12])[O:13][CH2:14][CH3:15])[cH:16][c:17]([O:28][CH3:29])[c:18]([OH:20])[cH:19]1.